From a dataset of the Open Reaction Database (ORD), a public repository of structured organic reaction records. describe an organic reaction: reactants, conditions, products, and yield Starting materials: COC(C(C(C1=CC=C(C=C1)F)Cl)=O)=O (3-chloro-3-(4-fluoro-phenyl)-2-oxo-propionic acid methyl ester), C1(CC1)C(N)=S (cyclopropanecarbothioic acid amide). The product is COC(=O)C=1N=C(SC1C1=CC=C(C=C1)F)C1CC1 (2-Cyclopropyl-5-(4-fluoro-phenyl)-thiazole-4-carboxylic acid methyl ester). As a reaction SMILES: [CH3:1][O:2][C:3](=[O:15])[C:4](=O)[CH:5](Cl)[C:6]1[CH:11]=[CH:10][C:9]([F:12])=[CH:8][CH:7]=1.[CH:16]1([C:19](=[S:21])[NH2:20])[CH2:18][CH2:17]1>>[CH3:1][O:2][C:3]([C:4]1[N:20]=[C:19]([CH:16]2[CH2:18][CH2:17]2)[S:21][C:5]=1[C:6]1[CH:11]=[CH:10][C:9]([F:12])=[CH:8][CH:7]=1)=[O:15]. Procedure: prepared by reaction of 3-chloro-3-(4-fluoro-phenyl)-2-oxo-propionic acid methyl ester with cyclopropanecarbothioic acid amide. LC-MS: tR=1.01 min; [M+H]+=278.3. Starting materials: [OH-].[Na+] (sodium hydroxide), N1=C(SC2=C1C1=CC=CC=C1C=C2)N (naphtho[1,2-d]thiazol-2-amine). Run in O (water), C(CO)O (ethylene glycol), O (water). The product is NC1=C(C=CC2=CC=CC=C12)S (1-aminonaphthalene-2-thiol). Isolated yield 67.3%. Reaction SMILES: [OH-].[Na+].[N:3]1[C:7]2[C:8]3[C:13]([CH:14]=[CH:15][C:6]=2[S:5]C=1N)=[CH:12][CH:11]=[CH:10][CH:9]=3>O.C(O)CO>[NH2:3][C:7]1[C:8]2[C:13](=[CH:12][CH:11]=[CH:10][CH:9]=2)[CH:14]=[CH:15][C:6]=1[SH:5] |f:0.1|. Reported procedure: To a solution of 30.0 g sodium hydroxide in 30 ml of water and 180 ml of ethylene glycol was added 18.0 g (0.089 mol) of naphtho[1,2-d]thiazol-2-amine. The mixture was stirred and heated at reflux under nitrogen for 20 hours then diluted with 100 ml of water. After cooling to room temperature the mixture was extracted with ether (4×95 ml). The aqueous solution was cooled in an ice-bath and neutralized with acetic acid. The aqueous suspension was extracted with ether (3×175 ml). The combined ethe... Reactants: FC=1C=C(C=CC1)OC1=C(C(=O)O)C=C(C=C1)C(F)(F)F (2-(3-fluorophenyloxy)-5-trifluormethylbenzoic acid), ice. Solvent: S(O)(O)(=O)=O (sulfuric acid). Reaction conditions: time 1 hour. Product: FC(C1=CC=2C(C3=CC=C(C=C3OC2C=C1)F)=O)(F)F (2-trifluoromethyl-6-fluoroxanthen-9-one). Yield: 25.4%. As a reaction SMILES: [F:1][C:2]1[CH:3]=[C:4]([O:8][C:9]2[CH:17]=[CH:16][C:15]([C:18]([F:21])([F:20])[F:19])=[CH:14][C:10]=2[C:11]([OH:13])=O)[CH:5]=[CH:6][CH:7]=1>S(=O)(=O)(O)O>[F:19][C:18]([F:20])([F:21])[C:15]1[CH:16]=[CH:17][C:9]2[O:8][C:4]3[C:5](=[CH:6][CH:7]=[C:2]([F:1])[CH:3]=3)[C:11](=[O:13])[C:10]=2[CH:14]=1. Procedure: 700 grams of 2-(3-fluorophenyloxy)-5-trifluormethylbenzoic acid were dissolved in 3000 milliliters of concentrated sulfuric acid whereby the temperature rose to 60° C. The mixture was stirred at 45°-50° C for one hour and then poured onto 10 liters of crushed ice. The precipitate was filtered off, suspended in 1000 milliliters of acetone, made alkaline with concentrated aqueous ammonia and reprecipitated with ice and water to a volume of 10 liters. The precipitate was filtered, washed with water... Starting materials: CCC1C=C(C)CC(C)CC(OC)C2OC(O)(C(=O)C(=O)N3CCCCC3C(=O)OC(C(C)=CC3CCC(O)C(OC)C3)C(C)C(O[Si](C)(C)C(C)(C)C)CC1=O)C(C)CC2OC, C[SiH](C)OC(c1cccc(COC(=N)C(Cl)(Cl)Cl)c1)C(C)(C)C, O=S(=O)(O)C(F)(F)F. Yields the product CCC1C=C(C)CC(C)CC(OC)C2OC(O)(C(=O)C(=O)N3CCCCC3C(=O)OC(C(C)=CC3CCC(OCc4cccc(C(O[SiH](C)C)C(C)(C)C)c4)C(OC)C3)C(C)C(O[Si](C)(C)C(C)(C)C)CC1=O)C(C)CC2OC. As a reaction SMILES: [CH2:1]([CH3:2])[CH:3]1[C:4](=[O:63])[CH2:5][CH:6]([O:55][Si:56]([CH3:57])([CH3:58])[C:59]([CH3:60])([CH3:61])[CH3:62])[CH:7]([CH3:54])[CH:8]([C:42](=[CH:43][CH:44]2[CH2:45][CH:46]([O:51][CH3:52])[CH:47]([OH:50])[CH2:48][CH2:49]2)[CH3:53])[O:9][C:10](=[O:41])[CH:11]2[CH2:12][CH2:13][CH2:14][CH2:15][N:16]2[C:17](=[O:40])[C:18](=[O:39])[C:19]2([OH:38])[CH:20]([CH3:37])[CH2:21][CH:22]([O:35][CH3:36])[CH:23]([CH:24]([O:32][CH3:33])[CH2:25][CH:26]([CH3:31])[CH2:27][C:28]([CH3:30])=[CH:29]1)[O:34]2.[Cl:64][C:65]([Cl:66])([Cl:67])[C:84](=[NH:85])[O:86][CH2:68][c:69]1[cH:70][c:71]([CH:75]([O:76][SiH:77]([CH3:78])[CH3:79])[C:80]([CH3:81])([CH3:82])[CH3:83])[cH:72][cH:73][cH:74]1.[OH:87][S:88]([C:89]([F:90])([F:91])[F:92])(=[O:93])=[O:94]>>[CH2:1]([CH3:2])[CH:3]1[C:4](=[O:63])[CH2:5][CH:6]([O:55][Si:56]([CH3:57])([CH3:58])[C:59]([CH3:60])([CH3:61])[CH3:62])[CH:7]([CH3:54])[CH:8]([C:42](=[CH:43][CH:44]2[CH2:45][CH:46]([O:51][CH3:52])[CH:47]([O:50][CH2:68][c:69]3[cH:70][c:71]([CH:75]([O:76][SiH:77]([CH3:78])[CH3:79])[C:80]([CH3:81])([CH3:82])[CH3:83])[cH:72][cH:73][cH:74]3)[CH2:48][CH2:49]2)[CH3:53])[O:9][C:10](=[O:41])[CH:11]2[CH2:12][CH2:13][CH2:14][CH2:15][N:16]2[C:17](=[O:40])[C:18](=[O:39])[C:19]2([OH:38])[CH:20]([CH3:37])[CH2:21][CH:22]([O:35][CH3:36])[CH:23]([CH:24]([O:32][CH3:33])[CH2:25][CH:26]([CH3:31])[CH2:27][C:28]([CH3:30])=[CH:29]1)[O:34]2. Reactants: CO (methanol), [H-].C(C(C)C)[Al+]CC(C)C (diisobutylaluminium hydride), C1(=CC=CC=C1)C (toluene), C(C1=CC=CC=C1)OC1=CC=C(C=C1)C(C(=O)OCC)CC1=CC=CC=C1 (ethyl 2-(4-benzyloxyphenyl)-3-phenylpropionate), C(Cl)Cl (methylene chloride), C1(=CC=CC=C1)C (toluene). Solvent: O (water). Reaction conditions: temperature -70 celsius, time 1 hour. Yields the product C(C1=CC=CC=C1)OC1=C(C=CC=C1)C(C=O)CC1=CC=CC=C1 (2-benzyloxyphenyl-3-phenylpropionaldehyde). The yield is 100.0%. Reaction SMILES: C(O[C:9]1[CH:14]=[CH:13][C:12]([CH:15]([CH2:21][C:22]2[CH:27]=[CH:26][CH:25]=[CH:24][CH:23]=2)[C:16]([O:18]CC)=O)=[CH:11][CH:10]=1)C1C=CC=CC=1.C(Cl)Cl.[H-].C([Al+]CC(C)C)C(C)C.C[OH:42].[C:43]1([CH3:49])[CH:48]=[CH:47][CH:46]=[CH:45][CH:44]=1>O>[CH2:49]([O:42][C:11]1[CH:10]=[CH:9][CH:14]=[CH:13][C:12]=1[CH:15]([CH2:21][C:22]1[CH:23]=[CH:24][CH:25]=[CH:26][CH:27]=1)[CH:16]=[O:18])[C:43]1[CH:48]=[CH:47][CH:46]=[CH:45][CH:44]=1 |f:2.3|. Reported procedure: 9.5 g (0.026 mol) of ethyl 2-(4-benzyloxyphenyl)-3-phenylpropionate, 40 ml of toluene and 30 ml of methylene chloride are introduced into a three-necked flask. The mixture is cooled to -70° C. 44 ml of 1M diisobutylaluminium hydride in toluene are added over a period of 15 minutes. The mixture is stirred at that temperature for one hour. 30 ml of methanol and 60 ml of water are added at -70° C. The alumina is filtered off and the aqueous phase is extracted with methylene chloride. The combined o... Reactants: CCOC(C)=O, Cc1nn(C)c(Cl)c1S(=O)(=O)Cl, Cn1c(=O)c2[nH]c(Cc3ccc(N)cc3)nc2n(C)c1=O, c1ccncc1. Product: Cc1nn(C)c(Cl)c1S(=O)(=O)Nc1ccc(Cc2nc3c([nH]2)c(=O)n(C)c(=O)n3C)cc1. As a reaction SMILES: [CH3:34][CH2:35][O:36][C:37](=[O:38])[CH3:39].[Cl:22][c:23]1[c:24]([S:30](=[O:31])(=[O:32])[Cl:33])[c:25]([CH3:29])[n:26][n:27]1[CH3:28].[NH2:1][c:2]1[cH:3][cH:4][c:5]([CH2:6][c:7]2[n:8][c:9]3[n:10]([CH3:19])[c:11](=[O:18])[n:12]([CH3:17])[c:13](=[O:16])[c:14]3[nH:15]2)[cH:20][cH:21]1.[cH:40]1[cH:41][cH:42][n:43][cH:44][cH:45]1>>[NH:1]([c:2]1[cH:3][cH:4][c:5]([CH2:6][c:7]2[n:8][c:9]3[n:10]([CH3:19])[c:11](=[O:18])[n:12]([CH3:17])[c:13](=[O:16])[c:14]3[nH:15]2)[cH:20][cH:21]1)[S:30]([c:24]1[c:23]([Cl:22])[n:27]([CH3:28])[n:26][c:25]1[CH3:29])(=[O:31])=[O:32]. The reactants are [Cl-].O[NH3+] (hydroxylammonium chloride), C(O)([O-])=O.[Na+] (sodium hydrogen carbonate), CS(=O)C (dimethyl sulfoxide), OC(CO[C@H]1CC[C@H](CC1)N1C=2N(C(=C(C1=O)CC1=CC=C(C=C1)C=1C(=CC=CC1)C#N)CCC)N=CN2)(C)C (4′-({4-[cis-4-(2-hydroxy-2-methylpropoxy)cyclohexyl]-5-oxo-7-propyl-4,5-dihydro[1,2,4]triazolo[1,5-a]pyrimidin-6-yl}methyl)biphenyl-2-carbonitrile). Run in C(C)(=O)OCC (ethyl acetate). Reaction conditions: temperature 60 celsius, time 30 minute. Yields the product OC(CO[C@H]1CC[C@H](CC1)N1C=2N(C(=C(C1=O)CC1=CC=C(C=C1)C1=C(C=CC=C1)C1=NOC(N1)=O)CCC)N=CN2)(C)C (4-[cis-4-(2-hydroxy-2-methylpropoxy)cyclohexyl]-6-{[2′-(5-oxo-4,5-dihydro-1,2,4-oxadiazol-3-yl)biphenyl-4-yl]methyl}-7-propyl[1,2,4]triazolo[1,5-a]pyrimidin-5(4H)-one), compound. Yield: 70.0%. As a reaction SMILES: [Cl-].O[NH3+:3].[C:4](=[O:7])([O-])[OH:5].[Na+].CS(C)=O.[OH:13][C:14]([CH3:52])([CH3:51])[CH2:15][O:16][C@@H:17]1[CH2:22][CH2:21][C@H:20]([N:23]2[C:28](=[O:29])[C:27]([CH2:30][C:31]3[CH:36]=[CH:35][C:34]([C:37]4[C:38]([C:43]#[N:44])=[CH:39][CH:40]=[CH:41][CH:42]=4)=[CH:33][CH:32]=3)=[C:26]([CH2:45][CH2:46][CH3:47])[N:25]3[N:48]=[CH:49][N:50]=[C:24]23)[CH2:19][CH2:18]1>C(OCC)(=O)C>[OH:13][C:14]([CH3:51])([CH3:52])[CH2:15][O:16][C@@H:17]1[CH2:22][CH2:21][C@H:20]([N:23]2[C:28](=[O:29])[C:27]([CH2:30][C:31]3[CH:36]=[CH:35][C:34]([C:37]4[CH:42]=[CH:41][CH:40]=[CH:39][C:38]=4[C:43]4[NH:3][C:4](=[O:7])[O:5][N:44]=4)=[CH:33][CH:32]=3)=[C:26]([CH2:45][CH2:46][CH3:47])[N:25]3[N:48]=[CH:49][N:50]=[C:24]23)[CH2:19][CH2:18]1 |f:0.1,2.3|. Procedure details: A mixture of hydroxylammonium chloride (1.20 g), sodium hydrogen carbonate (1.93 g) and dimethyl sulfoxide (5 mL) was stirred at 60° C. for 30 min, 4′-({4-[cis-4-(2-hydroxy-2-methylpropoxy)cyclohexyl]-5-oxo-7-propyl-4,5-dihydro[1,2,4]triazolo[1,5-a]pyrimidin-6-yl}methyl)biphenyl-2-carbonitrile (620 mg) was added, and the mixture was stirred at 90° C. for 16 hr. The reaction mixture was diluted with ethyl acetate, washed with water and then with saturated brine, and dried over anhydrous magnesium... Starting materials: N1=CC(=CC=C1)S(=O)(=O)O (pyridine-3-sulfonic acid), P(Cl)(Cl)(Cl)(Cl)Cl (phosphorous pentachloride), Cl (HCl). The solvent is P(=O)(Cl)(Cl)Cl (phosphorous oxychloride). Reaction conditions: temperature 120 celsius. Yields the product Cl.N1=CC(=CC=C1)S(=O)(=O)Cl (Pyridine-3-sulfonyl chloride hydrochloride). Reaction SMILES: [N:1]1[CH:6]=[CH:5][CH:4]=[C:3]([S:7]([OH:10])(=O)=[O:8])[CH:2]=1.P(Cl)(Cl)(Cl)(Cl)[Cl:12].[ClH:17]>P(Cl)(Cl)(Cl)=O>[ClH:12].[N:1]1[CH:6]=[CH:5][CH:4]=[C:3]([S:7]([Cl:17])(=[O:10])=[O:8])[CH:2]=1 |f:4.5|. Procedure details: A mixture of pyridine-3-sulfonic acid (15.0 g), phosphorous pentachloride (24.0 g) and phosphorous oxychloride (30 mL) was heated to 120° C. for 16 h. The reaction was cooled to room temperature, and the resulting suspension was saturated with HCl (g). A white precipitate was collected, washed with CHCl3, and dried in vacuo to afford the title compound (15.6 g). 1H NMR (400 MHz, DMSO) δ 8.98 (s, 1H), 8.85 (d, 1H), 8.66 (d, 1H), 8.02 (t, 1H). Starting materials: ClC=1C(=C(C=O)C=CC1)F (3-chloro-2-fluorobenzaldehyde), C[O-].[Na+] (sodium methoxide), ClC1=CC=C(CC#N)C=C1 (4-chlorobenzyl cyanide). The solvent is CO (methanol). Yields the product ClC=1C(=C(C=CC1)\C=C(/C#N)\C1=CC=C(C=C1)Cl)F ((Z)-3-(3-chloro-2-fluoro-phenyl)-2-(4-chloro-phenyl)-acrylonitrile). The yield is 92.8%. RXN SMILES: [Cl:1][C:2]1[CH:10]=[CH:9][C:5]([CH2:6][C:7]#[N:8])=[CH:4][CH:3]=1.[Cl:11][C:12]1[C:13]([F:20])=[C:14]([CH:17]=[CH:18][CH:19]=1)[CH:15]=O.C[O-].[Na+]>CO>[Cl:11][C:12]1[C:13]([F:20])=[C:14](/[CH:15]=[C:6](/[C:5]2[CH:9]=[CH:10][C:2]([Cl:1])=[CH:3][CH:4]=2)\[C:7]#[N:8])[CH:17]=[CH:18][CH:19]=1 |f:2.3|. Procedure details: In a manner similar to the method described in Example 1b, 4-chlorobenzyl cyanide (8.9 g, 59 mmol) was reacted with 3-chloro-2-fluorobenzaldehyde (Oakwood) (10 g, 63 mmol), methanolic solution (25 wt %) of sodium methoxide (15 mL, 66 mmol) in methanol (300 mL) at 40° C. for 5 h to give (Z)-3-(3-chloro-2-fluoro-phenyl)-2-(4-chloro-phenyl)-acrylonitrile as a white powder (16 g, 92%). Reactants: ClC(C(=O)Cl)Cl (dichloroacetyl chloride), ( 5 ), C1(=CC=CC=C1)C1SCCN1 (2-phenyl thiazolidine), CC(=O)C (acetone). Run in O (water). Conditions: time 30 minute. Product: C1(=CC=CC=C1)C1SCCN1C(C(Cl)Cl)=O (2-phenyl-3-dichloroacetyl thiazolidine). RXN SMILES: [C:1]1([CH:7]2[NH:11][CH2:10][CH2:9][S:8]2)[CH:6]=[CH:5][CH:4]=[CH:3][CH:2]=1.CC(C)=O.[Cl:16][CH:17]([Cl:21])[C:18](Cl)=[O:19]>O>[C:1]1([CH:7]2[N:11]([C:18](=[O:19])[CH:17]([Cl:21])[Cl:16])[CH2:10][CH2:9][S:8]2)[CH:2]=[CH:3][CH:4]=[CH:5][CH:6]=1. Procedure details: Five (5) grams of 2-phenyl thiazolidine was dissolved in 50 ml. of acetone, 3.1 g. of thiethylamine was added and the mixture stirred in a room temperature water bath, while 4.4 g. of dichloroacetyl chloride was added dropwise. The mixture was allowed to stand for about 30 minutes and then poured into water, extracted with methylene chloride, separated, dried over magnesium sulfate, and the solvent stripped under vacuum. There was obtained a yield of 7.3 g. of an oil, the title compound, ND30 =1...